Dataset: the Open Reaction Database (ORD), a public repository of structured organic reaction records. Task: describe an organic reaction: reactants, conditions, products, and yield The reactants are CO, COCOc1cc(C(=O)NC(C)(C)c2ccccc2)ccc1C=O, COC(OC)OC, [Na+], O, O, O=C([O-])O, Cc1ccc(S(=O)(=O)O)cc1. Yields the product COCOc1cc(C(=O)NC(C)(C)c2ccccc2)ccc1C(OC)OC. Reaction SMILES: [CH3:49][OH:50].[CH:1](=[O:2])[c:3]1[c:4]([O:21][CH2:22][O:23][CH3:24])[cH:5][c:6]([C:7](=[O:8])[NH:9][C:10]([CH3:11])([c:12]2[cH:13][cH:14][cH:15][cH:16][cH:17]2)[CH3:18])[cH:19][cH:20]1.[CH:25]([O:26][CH3:27])([O:28][CH3:29])[O:30][CH3:31].[Na+:44].[OH2:32].[OH2:51].[OH:45][C:46](=[O:47])[O-:48].[c:33]1([CH3:34])[cH:35][cH:36][c:37]([S:38]([OH:39])(=[O:40])=[O:41])[cH:42][cH:43]1>>[c:3]1([CH:25]([O:28][CH3:29])[O:30][CH3:31])[c:4]([O:21][CH2:22][O:23][CH3:24])[cH:5][c:6]([C:7](=[O:8])[NH:9][C:10]([CH3:11])([c:12]2[cH:13][cH:14][cH:15][cH:16][cH:17]2)[CH3:18])[cH:19][cH:20]1.